describe an organic reaction: reactants, conditions, products, and yield From a dataset of the Open Reaction Database (ORD), a public repository of structured organic reaction records. Starting materials: CCOC(=O)/N=N/C(=O)OCC (DEAD), C(C)(C)(C)C=1C(=C(C(=O)O)C=CC1)O[SiH](C1=CC=CC=C1)C1=CC=CC=C1 (3-tert butyldiphenylsiloxybenzoic acid), C1(=CC=CC=C1)P(C1=CC=CC=C1)C1=CC=CC=C1 (triphenylphosphine), C(CCO)O (1,3-propanediol). Run in C1CCOC1 (THF), C1CCOC1 (THF). Conditions: time 24 hour. The product is O([Si](C1=CC=CC=C1)(C1=CC=CC=C1)C(C)(C)C)C1=C(C(=O)OCCC)C=CC=C1 (Propan-3-ol 3-(tert-butyldiphenylsiloxy)benzoate). Yield: 73.4%. RXN SMILES: [CH3:1]COC(/N=N/C(OCC)=O)=O.C([C:17]1[C:18]([O:26][SiH:27]([C:34]2[CH:39]=[CH:38][CH:37]=[CH:36][CH:35]=2)[C:28]2[CH:33]=[CH:32][CH:31]=[CH:30][CH:29]=2)=[C:19]([CH:23]=[CH:24][CH:25]=1)[C:20]([OH:22])=[O:21])(C)(C)C.C1(P([C:53]2[CH:58]=[CH:57]C=CC=2)C2C=CC=CC=2)C=CC=CC=1.[CH2:59](O)[CH2:60][CH2:61]O>C1COCC1>[O:26]([C:18]1[CH:17]=[CH:25][CH:24]=[CH:23][C:19]=1[C:20]([O:22][CH2:53][CH2:58][CH3:57])=[O:21])[Si:27]([C:60]([CH3:61])([CH3:1])[CH3:59])([C:34]1[CH:39]=[CH:38][CH:37]=[CH:36][CH:35]=1)[C:28]1[CH:29]=[CH:30][CH:31]=[CH:32][CH:33]=1. Procedure: DEAD (0.14 g, 0.00079 mol) was added to a solution of acid 23 (0.3 g, 0.00079 mol) dissolved in anhydrous THF (10 mL). A mixture of triphenylphosphine (0.21 g, 0.0008 mol) and 1,3-propanediol (0.091 g, 0.0011 mol) in THF (3 mL) was injected slowly to the above solution and reaction mixture stirred at room temperature for 24 hours. The solution was quenched with H2O (12 mL) and extracted with ethyl acetate (2×15 mL). The organic layer was dried over anhydrous Na2 SO4 and concentrated under reduce... As a reaction SMILES: [CH3:1][O:2][c:3]1[c:4]([N+:26]([O-:27])=[O:28])[cH:5][c:6]([NH:9][C:10]([CH:11]=[CH:12][c:13]2[cH:14][c:15]([O:23][CH3:24])[c:16]([O:21][CH3:22])[c:17]([O:19][CH3:20])[cH:18]2)=[O:25])[cH:7][cH:8]1.[CH3:30][CH2:31][O:32][C:33](=[O:34])[CH3:35].[CH3:37][C:38]([CH3:39])=[O:40].[OH2:29].[OH2:36]>>[CH3:1][O:2][c:3]1[c:4]([NH2:26])[cH:5][c:6]([NH:9][C:10]([CH:11]=[CH:12][c:13]2[cH:14][c:15]([O:23][CH3:24])[c:16]([O:21][CH3:22])[c:17]([O:19][CH3:20])[cH:18]2)=[O:25])[cH:7][cH:8]1. The product is COc1ccc(NC(=O)C=Cc2cc(OC)c(OC)c(OC)c2)cc1N. Starting materials: COc1ccc(NC(=O)C=Cc2cc(OC)c(OC)c(OC)c2)cc1[N+](=O)[O-], CCOC(C)=O, CC(C)=O, O, O.